This data is from the Open Reaction Database (ORD), a public repository of structured organic reaction records. The task is: describe an organic reaction: reactants, conditions, products, and yield Starting materials: NC=1C=C(C(=O)O)C=CC1 (m-aminobenzoic acid), C(C)(C)(C)C=1C=C(C(=O)Cl)C=C(C1O)C(C)(C)C (3,5-di-t-butyl-4-hydroxybenzoyl chloride). Solvent: COCCOC (1,2-dimethoxyethane), COCCOC (1,2-dimethoxyethane). Run at temperature 25 celsius, time 1 hour. Product: C(=O)(O)C=1C=C(C=CC1)NC(C1=CC(=C(C(=C1)C(C)(C)C)O)C(C)(C)C)=O (N-(3-Carboxyphenyl)-3,5-Di-t-Butyl-4-Hydroxybenzamide). Yield: 50.9%. RXN SMILES: [NH2:1][C:2]1[CH:3]=[C:4]([CH:8]=[CH:9][CH:10]=1)[C:5]([OH:7])=[O:6].[C:11]([C:15]1[CH:16]=[C:17]([CH:21]=[C:22]([C:25]([CH3:28])([CH3:27])[CH3:26])[C:23]=1[OH:24])[C:18](Cl)=[O:19])([CH3:14])([CH3:13])[CH3:12]>COCCOC>[C:5]([C:4]1[CH:3]=[C:2]([NH:1][C:18](=[O:19])[C:17]2[CH:21]=[C:22]([C:25]([CH3:26])([CH3:27])[CH3:28])[C:23]([OH:24])=[C:15]([C:11]([CH3:14])([CH3:13])[CH3:12])[CH:16]=2)[CH:10]=[CH:9][CH:8]=1)([OH:7])=[O:6]. Procedure details: A solution of 8.6g (0.063 mole) of m-aminobenzoic acid in 200 ml of 1,2-dimethoxyethane was mixed with a suspension of 8.0g (0.0298 mole) of 3,5-di-t-butyl-4-hydroxybenzoyl chloride in 100 ml of 1,2-dimethoxyethane, and the mixture was stirred at 25° C. for one hour. The reaction mixture was then filtered. The filtrate was thereafter diluted with 300 ml of water and cooled to give the crude product as a white solid. This material was recrystallized from a mixture of ethanol and water to give 5.6... Starting materials: O.NN (hydrazine monohydrate), ClC1=NC=C(C=C1Cl)Cl (2,3,5-trichloropyridine), resultant mixture. The solvent is C(C)O (ethanol). Yields the product ClC=1C(=NC=C(C1)Cl)NN (3,5-dichloro-2-hydrazinopyridine). Yield: 70.9%. Reaction SMILES: Cl[C:2]1[C:7]([Cl:8])=[CH:6][C:5]([Cl:9])=[CH:4][N:3]=1.O.[NH2:11][NH2:12]>C(O)C>[Cl:8][C:7]1[C:2]([NH:11][NH2:12])=[N:3][CH:4]=[C:5]([Cl:9])[CH:6]=1 |f:1.2|. Reported procedure: A reaction flask was loaded with 2,3,5-trichloropyridine (9.1 g) and ethanol (25 ml), followed by dropwise addition of hydrazine monohydrate (3 g) to the flask in 5 minutes with stirring. The resultant mixture was heated and stirred at 50 to 60° C. for 5 hours. Thereafter, the heating was stopped, and the reaction mixture was left to cool. The precipitated white crystals were filtrated for collection and dried to give 3,5-dichloro-2-hydrazinopyridine (6.3 g). Isolated yield 66.9%. Run at time 3 hour. RXN SMILES: [CH2:1]([C:8]([OH:26])([CH2:13][C:14]([C:17]1[CH:22]=[C:21]([F:23])[CH:20]=[CH:19][C:18]=1[O:24]C)([CH3:16])[CH3:15])[C:9]([F:12])([F:11])[F:10])[C:2]1[CH:7]=[CH:6][CH:5]=[CH:4][CH:3]=1.B(Br)(Br)Br.CO>ClCCl.O>[CH2:1]([C:8]([OH:26])([C:9]([F:10])([F:12])[F:11])[CH2:13][C:14]([C:17]1[CH:22]=[C:21]([F:23])[CH:20]=[CH:19][C:18]=1[OH:24])([CH3:16])[CH3:15])[C:2]1[CH:7]=[CH:6][CH:5]=[CH:4][CH:3]=1. Reactants: CO (MeOH), C(C1=CC=CC=C1)C(C(F)(F)F)(CC(C)(C)C1=C(C=CC(=C1)F)OC)O (2-benzyl-1,1,1-trifluoro-4-(5-fluoro-2-methoxyphenyl)-4-methylpentan-2-ol), solution, B(Br)(Br)Br (boron tribromide). Reported procedure: To a solution of 49 mg (0.13 mmol) of 2-benzyl-1,1,1-trifluoro-4-(5-fluoro-2-methoxyphenyl)-4-methylpentan-2-ol (Example 4) in 0.5 mL of dichloromethane, 1 mL (1.0 mmol) of 1 M solution of boron tribromide in dichloromethane was added. The mixture was stirred at room temperature for 3 hours and was then cautiously added to cold MeOH and stirred for 20 minutes. The mixture was diluted with water and extracted with EtOAc. The combined organic layers were washed with saturated aqueous sodium bicarb... Product: EtOAc-hexanes, C(C1=CC=CC=C1)C(CC(C)(C)C1=C(C=CC(=C1)F)O)(C(F)(F)F)O (2-(3-benzyl-4,4,4-trifluoro-3-hydroxy-1,1-dimethylbutyl)-4-fluorophenol). Run in O (water), ClCCl (dichloromethane), ClCCl (dichloromethane). Reactants: N[C@@H]1CC[C@H](CC1)NC(=O)C1=CNC2=C1N=CN=C2C2=C(C=CC=1OCOC12)OCCOC (trans-4-[5-(2-methoxy-ethoxy)-benzo[1,3]dioxol-4-yl]-5H-pyrrolo[3,2-d]pyrimidine-7-carboxylic acid (4-amino-cyclohexyl)-amide), ClC(=O)COC(C)=O (acetic acid chlorocarbonyl-methyl ester). The product is OCC(=O)N[C@@H]1CC[C@H](CC1)NC(=O)C1=CNC2=C1N=CN=C2C2=C(C=CC=1OCOC12)OCCOC (trans-4-[5-(2-Methoxy-ethoxy)-benzo[1,3]dioxol-4-yl]-5H-pyrrolo[3,2-d]pyrimidine-7-carboxylic acid [4-(2-hydroxy-acetylamino)-cyclohexyl]-amide). RXN SMILES: [NH2:1][C@H:2]1[CH2:7][CH2:6][C@H:5]([NH:8][C:9]([C:11]2[C:15]3[N:16]=[CH:17][N:18]=[C:19]([C:20]4[C:28]5[O:27][CH2:26][O:25][C:24]=5[CH:23]=[CH:22][C:21]=4[O:29][CH2:30][CH2:31][O:32][CH3:33])[C:14]=3[NH:13][CH:12]=2)=[O:10])[CH2:4][CH2:3]1.Cl[C:35]([CH2:37][O:38]C(=O)C)=[O:36]>>[OH:38][CH2:37][C:35]([NH:1][C@H:2]1[CH2:3][CH2:4][C@H:5]([NH:8][C:9]([C:11]2[C:15]3[N:16]=[CH:17][N:18]=[C:19]([C:20]4[C:28]5[O:27][CH2:26][O:25][C:24]=5[CH:23]=[CH:22][C:21]=4[O:29][CH2:30][CH2:31][O:32][CH3:33])[C:14]=3[NH:13][CH:12]=2)=[O:10])[CH2:6][CH2:7]1)=[O:36]. Reported procedure: Starting from trans-4-[5-(2-methoxy-ethoxy)-benzo[1,3]dioxol-4-yl]-5H-pyrrolo[3,2-d]pyrimidine-7-carboxylic acid (4-amino-cyclohexyl)-amide (example A185) and acetic acid chlorocarbonyl-methyl ester the title compound was obtained as colorless solid. Starting materials: C(C)N1C=C(C(C2=CC(=C(C(=C12)F)F)F)=O)C(=O)O (1-ethyl-6,7,8-trifluoro-1,4-dihydro-4-oxoquinoline-3-carboxylic acid), C(C)NCCC1CNCCO1 (2-(2-ethylaminoethyl)morpholine). Product: C(C)N1C=C(C(C2=CC(=C(C(=C12)F)N1CC(OCC1)CCNCC)F)=O)C(=O)O (1-ethyl-7-[2-(2-ethylaminoethyl)morpholino]-6,8-difluoro-1,4-dihydro-4-oxoquinoline-3-carboxylic acid). Reaction SMILES: [CH2:1]([N:3]1[C:12]2[C:7](=[CH:8][C:9]([F:15])=[C:10](F)[C:11]=2[F:13])[C:6](=[O:16])[C:5]([C:17]([OH:19])=[O:18])=[CH:4]1)[CH3:2].[CH2:20]([NH:22][CH2:23][CH2:24][CH:25]1[O:30][CH2:29][CH2:28][NH:27][CH2:26]1)[CH3:21]>>[CH2:1]([N:3]1[C:12]2[C:7](=[CH:8][C:9]([F:15])=[C:10]([N:27]3[CH2:28][CH2:29][O:30][CH:25]([CH2:24][CH2:23][NH:22][CH2:20][CH3:21])[CH2:26]3)[C:11]=2[F:13])[C:6](=[O:16])[C:5]([C:17]([OH:19])=[O:18])=[CH:4]1)[CH3:2]. Procedure: By the use of 1-ethyl-6,7,8-trifluoro-1,4-dihydro-4-oxoquinoline-3-carboxylic acid and 2-(2-ethylaminoethyl)morpholine, the reaction is similarly carried out as Example 1 to give 1-ethyl-7-[2-(2-ethylaminoethyl)morpholino]-6,8-difluoro-1,4-dihydro-4-oxoquinoline-3-carboxylic acid. The reactants are C=1(C(=CC=CC1)C=O)C1=CC=CC=C1 (biphenyl-2-aldehyde), C(C)OC(CC(N)=N)=O (amidinoacetic acid ethyl ester). Solvent: C(C)O (ethanol), C(C)O (ethanol). The product is C(C)OC(=O)C1=C(NC(=C(C1C1=C(C=CC=C1)C1=CC=CC=C1)C(=O)OCC)N)N (2,6-diamino-4-(biphenyl-2-yl)-1,4-dihydropyridine-3,5-dicarboxylic acid diethyl ester). The yield is 33.0%. RXN SMILES: [C:1]1([C:9]2[CH:14]=[CH:13][CH:12]=[CH:11][CH:10]=2)[C:2]([CH:7]=O)=[CH:3][CH:4]=[CH:5][CH:6]=1.[CH2:15]([O:17][C:18](=[O:23])[CH2:19][C:20](=[NH:22])[NH2:21])[CH3:16]>C(O)C>[CH2:15]([O:17][C:18]([C:19]1[CH:7]([C:2]2[CH:3]=[CH:4][CH:5]=[CH:6][C:1]=2[C:9]2[CH:14]=[CH:13][CH:12]=[CH:11][CH:10]=2)[C:19]([C:18]([O:17][CH2:15][CH3:16])=[O:23])=[C:20]([NH2:21])[NH:22][C:20]=1[NH2:21])=[O:23])[CH3:16]. Reported procedure: Upon heating a solution of 9.1 g biphenyl-2-aldehyde and 13.0 g amidinoacetic acid ethyl ester in 200 ml ethanol for two hours, 2,6-diamino-4-(biphenyl-2-yl)-1,4-dihydropyridine-3,5-dicarboxylic acid diethyl ester of m.p. 215° (ethanol) is obtained.